From a dataset of the Open Reaction Database (ORD), a public repository of structured organic reaction records. describe an organic reaction: reactants, conditions, products, and yield Reaction SMILES: [Ag:42]=[O:43].[Br:39][CH2:40][CH3:41].[CH3:44][N:45]1[CH2:46][CH2:47][CH2:48][C:49]1=[O:50].[OH:1][c:2]1[n:3][n:4][c:5]2[c:6]3[cH:7][c:8](-[c:33]4[cH:34][cH:35][cH:36][cH:37][cH:38]4)[c:9](-[c:15]4[cH:16][cH:17][c:18]([C:21]5([NH:25][C:26]([O:27][C:28]([CH3:29])([CH3:30])[CH3:31])=[O:32])[CH2:22][CH2:23][CH2:24]5)[cH:19][cH:20]4)[n:10][c:11]3[cH:12][cH:13][n:14]12>>[O:1]([c:2]1[n:3][n:4][c:5]2[c:6]3[cH:7][c:8](-[c:33]4[cH:34][cH:35][cH:36][cH:37][cH:38]4)[c:9](-[c:15]4[cH:16][cH:17][c:18]([C:21]5([NH:25][C:26]([O:27][C:28]([CH3:29])([CH3:30])[CH3:31])=[O:32])[CH2:22][CH2:23][CH2:24]5)[cH:19][cH:20]4)[n:10][c:11]3[cH:12][cH:13][n:14]12)[CH2:40][CH3:41]. Reactants: O=[Ag], CCBr, CN1CCCC1=O, CC(C)(C)OC(=O)NC1(c2ccc(-c3nc4ccn5c(O)nnc5c4cc3-c3ccccc3)cc2)CCC1. Product: CCOc1nnc2c3cc(-c4ccccc4)c(-c4ccc(C5(NC(=O)OC(C)(C)C)CCC5)cc4)nc3ccn12. The reactants are Oc1ccc(Br)cc1, Cc1ccccc1, COCCO, CC(C)OC(=O)N=NC(=O)OC(C)C, c1ccc(P(c2ccccc2)c2ccccc2)cc1. The product is COCCOc1ccc(Br)cc1. RXN SMILES: [Br:1][c:2]1[cH:3][cH:4][c:5]([OH:8])[cH:6][cH:7]1.[CH3:47][c:48]1[cH:49][cH:50][cH:51][cH:52][cH:53]1.[CH3:9][O:10][CH2:11][CH2:12][OH:13].[O:33]=[C:34]([O:35][CH:36]([CH3:37])[CH3:38])[N:39]=[N:40][C:41]([O:42][CH:43]([CH3:44])[CH3:45])=[O:46].[c:14]1([P:15]([c:16]2[cH:17][cH:18][cH:19][cH:20][cH:21]2)[c:22]2[cH:23][cH:24][cH:25][cH:26][cH:27]2)[cH:28][cH:29][cH:30][cH:31][cH:32]1>>[Br:1][c:2]1[cH:3][cH:4][c:5]([O:8][CH2:12][CH2:11][O:10][CH3:9])[cH:6][cH:7]1. The reactants are [BH4-].[Na+] (sodium borohydride), BrC(C)C=1C=CC2=C(C=CC3=C(N=C(S3)C)C2=O)C1 (7-(1-Bromoethyl)-2-methyl-4H-benzo[5,6]cyclohepta[1,2-d]thiazole-4-one). Solvent: O1CCOCC1 (1,4-dioxan), CS(=O)C (dimethyl sulphoxide). Product: C(C)C=1C=CC2=C(C=CC3=C(N=C(S3)C)C2O)C1 ((±)-7-Ethyl-2-methyl-4H-benzo[5,6]cyclohepta[1,2-d]thiazol-4-ol). RXN SMILES: [BH4-].[Na+].Br[CH:4]([C:6]1[CH:7]=[CH:8][C:9]2[C:19](=[O:20])[C:14]3[N:15]=[C:16]([CH3:18])[S:17][C:13]=3[CH:12]=[CH:11][C:10]=2[CH:21]=1)[CH3:5]>O1CCOCC1.CS(C)=O>[CH2:4]([C:6]1[CH:7]=[CH:8][C:9]2[CH:19]([OH:20])[C:14]3[N:15]=[C:16]([CH3:18])[S:17][C:13]=3[CH:12]=[CH:11][C:10]=2[CH:21]=1)[CH3:5] |f:0.1|. Procedure details: A solution of sodium borohydride (0.31 g) and the product from step (x) (1.35 g) in 1,4-dioxan (40 ml) and dimethyl sulphoxide (10 ml) was stirred at room temperature for 18 hours. The reaction was quenched with water (4 ml) before solvent was removed under reduced pressure. The residue was dissolved in ethyl acetate which was washed with saturated aqueous sodium bicarbonate and saturated brine. The organic phase was collected, dried (MgSO4) and evaporation of solvent under reduced pressure gave... The solvent is CN(C=O)C (N,N-dimethylformamide). RXN SMILES: Cl[C:2]1[C:3]([N+:13]([O-:15])=[O:14])=[C:4]([CH3:12])[C:5]([N+:9]([O-:11])=[O:10])=[C:6]([CH3:8])[CH:7]=1.[N-:16]=[N+:17]=[N-:18].[Na+]>CN(C)C=O>[N:16]([C:2]1[C:3]([N+:13]([O-:15])=[O:14])=[C:4]([CH3:12])[C:5]([N+:9]([O-:11])=[O:10])=[C:6]([CH3:8])[CH:7]=1)=[N+:17]=[N-:18] |f:1.2|. Yields the product N(=[N+]=[N-])C=1C(=C(C(=C(C1)C)[N+](=O)[O-])C)[N+](=O)[O-] (5-azido-2, 4-dinitro-m-xylene). Reactants: ClC=1C(=C(C(=C(C1)C)[N+](=O)[O-])C)[N+](=O)[O-] (5-chloro-2,4-dinitro-m-xylene), [N-]=[N+]=[N-].[Na+] (sodium azide), ice water. Reaction conditions: temperature 80 celsius. Procedure details: A mixture of 5-chloro-2,4-dinitro-m-xylene (707 mg, 3.1 mmol), sodium azide (219 mg, 3.37 mmol) and N,N-dimethylformamide (10 mL) is heated at 80° C. for 45 minutes then cooled to room temperature, poured into ice/water and extracted with ethyl acetate (3×50 mL). The combined organic layers are dried (magnesium sulfate), filtered, and concentrated via rotary evaporation to provide 5-azido-2, 4-dinitro-m-xylene as a yellow/brown solid. (650 mg, 2.7 mmol), 10% palladium-on-carbon (100 mg) and 80% ... The reagents and catalysts are C[Si](C)(C)I (trimethylsilyl iodide). Procedure: 541 mg (1.2 mmol) of methyl 4-[7-(1-adamantyl)-6-hydroxypropyl-2-naphthyl]benzoate and 5 ml of dimethoxymethane were introduced into a round-bottomed flask and 5 drops of trimethylsilyl iodide were added. The reaction mixture was stirred at room temperature for 24 hours, was poured into water and extracted with ethyl ether and the organic phase was separated by settling, dried over magnesium sulfate and evaporated. Solvent: O (water). RXN SMILES: [C:1]12([C:11]3[CH:20]=[C:19]4[C:14]([CH:15]=[CH:16][C:17]([C:21]5[CH:30]=[CH:29][C:24]([C:25]([O:27][CH3:28])=[O:26])=[CH:23][CH:22]=5)=[CH:18]4)=[CH:13][C:12]=3[CH2:31][CH2:32][CH2:33][OH:34])[CH2:10][CH:5]3[CH2:6][CH:7]([CH2:9][CH:3]([CH2:4]3)[CH2:2]1)[CH2:8]2.[CH3:35][O:36][CH2:37]OC>C[Si](I)(C)C.O>[C:1]12([C:11]3[CH:20]=[C:19]4[C:14]([CH:15]=[CH:16][C:17]([C:21]5[CH:22]=[CH:23][C:24]([C:25]([O:27][CH3:28])=[O:26])=[CH:29][CH:30]=5)=[CH:18]4)=[CH:13][C:12]=3[CH2:31][CH2:32][CH2:33][O:34][CH2:35][O:36][CH3:37])[CH2:8][CH:7]3[CH2:9][CH:3]([CH2:4][CH:5]([CH2:6]3)[CH2:10]1)[CH2:2]2. Product: C12(CC3CC(CC(C1)C3)C2)C2=C(C=C3C=CC(=CC3=C2)C2=CC=C(C(=O)OC)C=C2)CCCOCOC (methyl 4-[7-(1-adamantyl)-6-methoxymethoxypropyl-2-naphthyl]benzoate). Reaction conditions: time 24 hour. Starting materials: C12(CC3CC(CC(C1)C3)C2)C2=C(C=C3C=CC(=CC3=C2)C2=CC=C(C(=O)OC)C=C2)CCCO (methyl 4-[7-(1-adamantyl)-6-hydroxypropyl-2-naphthyl]benzoate), COCOC (dimethoxymethane). Reported procedure: Prepared analogously to Compound 74A replacing Compound 74B with (4-{[4-{[6-bromo-2-(methylcarbamoyl)pyridin-3-yl]amino}-5-(trifluoromethyl)pyrimidin-2-yl]amino}-3-methoxybenzyl)ethylphosphinic acid (Compound 67B). MS (ESI): m/z 865.86/867.92 [M+H]+. UPLC: tR=1.61 min (UPLC-SQD: analytical—2 min). Product: BrC1=CC=C(C(=N1)C(NC)=O)NC1=NC(=NC=C1C(F)(F)F)NC1=C(C=C(CCCP(OCC(CN2N=CC(=C2)B2OC(C(O2)(C)C)(C)C)(C)C)=O)C=C1)OC (2,2-dimethyl-3-[4-(4,4,5,5-tetramethyl-1,3,2-dioxaborolan-2-yl)-1H-pyrazol-1-yl]propyl (4-{[4-{[6-bromo-2-(methylcarbamoyl)pyridin-3-yl]amino}-5-(trifluoromethyl)pyrimidin-2-yl]amino}-3-methoxybenzyl)ethylphosphinate). The reactants are BrC1=CC=C(C(=N1)C(NC)=O)NC1=NC(=NC=C1C(F)(F)F)NC1=C(C=C(CCCCP(OCC(CN2N=CC(=C2)B2OC(C(O2)(C)C)(C)C)(C)C)=O)C=C1)OC (2,2-Dimethyl-3-[4-(4,4,5,5-tetramethyl-1,3,2-dioxaborolan-2-yl)-1H-pyrazol-1-yl]propyl (4-{[4-{[6-bromo-2-(methylcarbamoyl)pyridin-3-yl]amino}-5-(trifluoromethyl)pyrimidin-2-yl]amino}-3-methoxybenzyl)propylphosphinate), BrC1=CC=C(C(=N1)C(NC)=O)NC1=NC(=NC=C1C(F)(F)F)NC1=C(C=C(CCCP(O)=O)C=C1)OC ((4-{[4-{[6-bromo-2-(methylcarbamoyl)pyridin-3-yl]amino}-5-(trifluoromethyl)pyrimidin-2-yl]amino}-3-methoxybenzyl)ethylphosphinic acid), BrC1=CC=C(C(=N1)C(NC)=O)NC1=NC(=NC=C1C(F)(F)F)NC1=C(C=C(CCCP(O)=O)C=C1)OC ((4-{[4-{[6-bromo-2-(methylcarbamoyl)pyridin-3-yl]amino}-5-(trifluoromethyl)pyrimidin-2-yl]amino}-3-methoxybenzyl)ethylphosphinic acid). Reaction SMILES: BrC1N=C(C(=O)NC)C(NC2C(C(F)(F)F)=CN=C(NC3C=CC(CCCCP(=O)O[CH2:34][C:35]([CH3:52])([CH3:51])[CH2:36][N:37]4[CH:41]=[C:40]([B:42]5[O:46][C:45]([CH3:48])([CH3:47])[C:44]([CH3:50])([CH3:49])[O:43]5)[CH:39]=[N:38]4)=CC=3OC)N=2)=CC=1.[Br:58][C:59]1[N:64]=[C:63]([C:65](=[O:68])[NH:66][CH3:67])[C:62]([NH:69][C:70]2[C:75]([C:76]([F:79])([F:78])[F:77])=[CH:74][N:73]=[C:72]([NH:80][C:81]3[CH:92]=[CH:91][C:84]([CH2:85][CH2:86][CH2:87][PH:88](=[O:90])[OH:89])=[CH:83][C:82]=3[O:93][CH3:94])[N:71]=2)=[CH:61][CH:60]=1>>[Br:58][C:59]1[N:64]=[C:63]([C:65](=[O:68])[NH:66][CH3:67])[C:62]([NH:69][C:70]2[C:75]([C:76]([F:79])([F:77])[F:78])=[CH:74][N:73]=[C:72]([NH:80][C:81]3[CH:92]=[CH:91][C:84]([CH2:85][CH2:86][CH2:87][PH:88](=[O:89])[O:90][CH2:34][C:35]([CH3:52])([CH3:51])[CH2:36][N:37]4[CH:41]=[C:40]([B:42]5[O:46][C:45]([CH3:48])([CH3:47])[C:44]([CH3:50])([CH3:49])[O:43]5)[CH:39]=[N:38]4)=[CH:83][C:82]=3[O:93][CH3:94])[N:71]=2)=[CH:61][CH:60]=1. Reactants: C([O-])(O)=O.[Na+] (sodium bicarbonate), C(=O)(OCC1=CC=CC=C1)N[C@@H](C(C)C)C(=O)O (N-CBz-L-valine), C(C)(C)(C)OC(CCCBr)=O (4-bromobutyric acid t-butyl ester), CC(C)([O-])C.[K+] (potassium t-butoxide). The solvent is CN(C)C=O (DMF). Reaction conditions: time 10 minute. Yields the product C(C)(C)(C)OC(CCCOC([C@@H](NC(=O)OCC1=CC=CC=C1)C(C)C)=O)=O (4-(N-CBz-L-valyloxy) butyric acid t-butyl ester). Reaction SMILES: [C:1]([NH:11][C@H:12]([C:16]([OH:18])=[O:17])[CH:13]([CH3:15])[CH3:14])([O:3][CH2:4][C:5]1[CH:10]=[CH:9][CH:8]=[CH:7][CH:6]=1)=[O:2].CC(C)([O-])C.[K+].[C:25]([O:29][C:30](=[O:35])[CH2:31][CH2:32][CH2:33]Br)([CH3:28])([CH3:27])[CH3:26].C(=O)(O)[O-].[Na+]>CN(C=O)C>[C:25]([O:29][C:30](=[O:35])[CH2:31][CH2:32][CH2:33][O:17][C:16](=[O:18])[C@H:12]([CH:13]([CH3:14])[CH3:15])[NH:11][C:1]([O:3][CH2:4][C:5]1[CH:10]=[CH:9][CH:8]=[CH:7][CH:6]=1)=[O:2])([CH3:28])([CH3:27])[CH3:26] |f:1.2,4.5|. Procedure details: N-CBz-L-valine (16.25 g, 65 mmole) was dissolved in DMF (40 ml). To the solution was added potassium t-butoxide (7.24 g, 65 mmole). After 10 min, 4-bromobutyric acid t-butyl ester (12 g, 53 mmole) was added. The reaction mixture was kept at 65° C. for 2.5 hr and then poured into sodium bicarbonate aqueous solution and extracted with dichloromethane. The organic phase was dried and the product was isolated with silica gel column chromatography. 20.1 g.